From a dataset of the Open Reaction Database (ORD), a public repository of structured organic reaction records. describe an organic reaction: reactants, conditions, products, and yield The reactants are CC(=O)O[BH-](OC(C)=O)OC(C)=O, CN1CCNCC1, NC(=O)c1sc(Nc2cc(C=O)ccc2[N+](=O)[O-])nc1-c1cccc(C(F)(F)F)c1, ClCCl, [Na+]. Product: CN1CCN(Cc2ccc([N+](=O)[O-])c(Nc3nc(-c4cccc(C(F)(F)F)c4)c(C(N)=O)s3)c2)CC1. Reaction SMILES: [C:38]([O:39][BH-:40]([O:41][C:42](=[O:43])[CH3:44])[O:45][C:46](=[O:47])[CH3:48])(=[O:49])[CH3:50].[CH3:31][N:32]1[CH2:33][CH2:34][NH:35][CH2:36][CH2:37]1.[CH:1](=[O:2])[c:3]1[cH:4][cH:5][c:6]([N+:28](=[O:29])[O-:30])[c:7]([NH:9][c:10]2[s:11][c:12]([C:25](=[O:26])[NH2:27])[c:13](-[c:15]3[cH:16][c:17]([C:21]([F:22])([F:23])[F:24])[cH:18][cH:19][cH:20]3)[n:14]2)[cH:8]1.[Cl:52][CH2:53][Cl:54].[Na+:51]>>[CH2:1]([c:3]1[cH:4][cH:5][c:6]([N+:28](=[O:29])[O-:30])[c:7]([NH:9][c:10]2[s:11][c:12]([C:25](=[O:26])[NH2:27])[c:13](-[c:15]3[cH:16][c:17]([C:21]([F:22])([F:23])[F:24])[cH:18][cH:19][cH:20]3)[n:14]2)[cH:8]1)[N:35]1[CH2:34][CH2:33][N:32]([CH3:31])[CH2:37][CH2:36]1. Reaction SMILES: C(OC([N:8]([C:13]1[CH:18]=[CH:17][C:16]([CH2:19][CH2:20][C:21]([O:23][C@H:24]([C:35]2[CH:40]=[CH:39][C:38]([O:41][CH:42]([F:44])[F:43])=[C:37]([O:45][CH2:46][CH:47]3[CH2:49][CH2:48]3)[CH:36]=2)[CH2:25][C:26]2[C:31]([Cl:32])=[CH:30][N+:29]([O-:33])=[CH:28][C:27]=2[Cl:34])=[O:22])=[CH:15][CH:14]=1)[S:9]([CH3:12])(=[O:11])=[O:10])=O)(C)(C)C.Cl.O1CCOCC1>C(Cl)Cl>[Cl:34][C:27]1[CH:28]=[N+:29]([O-:33])[CH:30]=[C:31]([Cl:32])[C:26]=1[CH2:25][C@@H:24]([C:35]1[CH:40]=[CH:39][C:38]([O:41][CH:42]([F:43])[F:44])=[C:37]([O:45][CH2:46][CH:47]2[CH2:48][CH2:49]2)[CH:36]=1)[O:23][C:21](=[O:22])[CH2:20][CH2:19][C:16]1[CH:15]=[CH:14][C:13]([NH:8][S:9]([CH3:12])(=[O:11])=[O:10])=[CH:18][CH:17]=1. The yield is 62.0%. Reported procedure: (S)-4-(2-(3-(4-(N-(tert-butoxycarbonyl)methylsulfonamido)-phenyl)propanoyloxy)-2-(3-(cyclopropylmethoxy)-4-(difluoromethoxy)phenyl)-ethyl)-3,5-dichloropyridine 1-oxide (40 mg, 0.05 mmol) was dissolved in DCM (1.5 ml), then HCl 4M in Dioxane (1 ml, 4 mmol) was added, and the mixture was stirred at RT for 5 hours. The reaction was diluted with DCM and washed with water. The organic phase was dried over Na2SO4 and evaporated under vacuum. The crude product was purified by Preparative reverse-phase ... Reaction conditions: time 5 hour. The product is ClC=1C=[N+](C=C(C1C[C@H](OC(CCC1=CC=C(C=C1)NS(=O)(=O)C)=O)C1=CC(=C(C=C1)OC(F)F)OCC1CC1)Cl)[O-] ((S)-3,5-dichloro-4-(2-(3-(cyclopropylmethoxy)-4-(difluoromethoxy)phenyl)-2-(3-(4-(methylsulfonamido)phenyl)propanoyloxy)-ethyl)pyridine 1-oxide). Starting materials: Cl (HCl), O1CCOCC1 (Dioxane), C(C)(C)(C)OC(=O)N(S(=O)(=O)C)C1=CC=C(C=C1)CCC(=O)O[C@@H](CC1=C(C=[N+](C=C1Cl)[O-])Cl)C1=CC(=C(C=C1)OC(F)F)OCC1CC1 ((S)-4-(2-(3-(4-(N-(tert-butoxycarbonyl)methylsulfonamido)-phenyl)propanoyloxy)-2-(3-(cyclopropylmethoxy)-4-(difluoromethoxy)phenyl)-ethyl)-3,5-dichloropyridine 1-oxide). The solvent is C(Cl)Cl (DCM), C(Cl)Cl (DCM). The reactants are B, COC(=O)c1sccc1C1CCN(C(=O)OC(C)(C)C)CC1, C1CCOC1, CSC, CO. Yields the product CC(C)(C)OC(=O)N1CCC(c2ccsc2CO)CC1. RXN SMILES: [BH3:26].[C:1]([CH3:2])([CH3:3])([CH3:4])[O:5][C:6](=[O:7])[N:8]1[CH2:9][CH2:10][CH:11]([c:14]2[c:15]([C:19](=[O:20])[O:21][CH3:22])[s:16][cH:17][cH:18]2)[CH2:12][CH2:13]1.[CH2:29]1[O:30][CH2:31][CH2:32][CH2:33]1.[CH3:23][S:24][CH3:25].[CH3:27][OH:28]>>[C:1]([CH3:2])([CH3:3])([CH3:4])[O:5][C:6](=[O:7])[N:8]1[CH2:9][CH2:10][CH:11]([c:14]2[c:15]([CH2:19][OH:20])[s:16][cH:17][cH:18]2)[CH2:12][CH2:13]1. Starting materials: ( L ), [OH-].[Na+] (NaOH), [Na+].[Cl-] (NaCl), NC1=C(C(=NC(=C1Cl)Cl)C(=O)O)Cl (4-amino-3,5,6-trichloropyridine-2-carboxylic acid). Run in O (water). Conditions: time 30 minute. Yields the product NC1=C(C(=NC(=C1)Cl)C(=O)O)Cl (4-amino-3,6-dichloropyridine-2-carboxylic acid). As a reaction SMILES: [OH-].[Na+].[Na+].[Cl-].[NH2:5][C:6]1[C:11](Cl)=[C:10]([Cl:13])[N:9]=[C:8]([C:14]([OH:16])=[O:15])[C:7]=1[Cl:17]>O>[NH2:5][C:6]1[CH:11]=[C:10]([Cl:13])[N:9]=[C:8]([C:14]([OH:16])=[O:15])[C:7]=1[Cl:17] |f:0.1,2.3|. Procedure details: To a 4-liter (L) flask was added 2370 grams (g) of hot water, 250 g of 50 percent by weight NaOH, 30 g of NaCl, and 350 g of wet 4-amino-3,5,6-trichloropyridine-2-carboxylic acid (80 percent). The solution was stirred for 30 minutes (min), filtered through a 1 micron polypropylene film, and transferred to a 5-L feed circulation tank. This solution weighed 3000 g and contained 9.3 percent 4-amino-3,5,6-trichloropyridine-2-carboxylic acid, 2.0 to 2.5 percent of excess NaOH, and 1.0 percent of NaCl... The product is CC(=O)N1CCC(c2csc3c(C(F)(F)F)cccc23)CC1. Reaction SMILES: [C:1]([CH3:2])(=[O:3])[N:4]1[CH2:5][CH2:6][CH:7]([c:10]2[c:11]3[c:12]([s:13][c:14]2[C:15]([OH:16])=[O:17])[c:18]([C:22]([F:23])([F:24])[F:25])[cH:19][cH:20][cH:21]3)[CH2:8][CH2:9]1.[CH3:36][CH2:37][O:38][C:39](=[O:40])[CH3:41].[cH:26]1[cH:27][c:28]2[c:29]([n:30][cH:31][cH:32][cH:33]2)[cH:34][cH:35]1>>[C:1]([CH3:2])(=[O:3])[N:4]1[CH2:5][CH2:6][CH:7]([c:10]2[c:11]3[c:12]([s:13][cH:14]2)[c:18]([C:22]([F:23])([F:24])[F:25])[cH:19][cH:20][cH:21]3)[CH2:8][CH2:9]1. Starting materials: CC(=O)N1CCC(c2c(C(=O)O)sc3c(C(F)(F)F)cccc23)CC1, CCOC(C)=O, c1ccc2ncccc2c1.